This data is from the Open Reaction Database (ORD), a public repository of structured organic reaction records. The task is: describe an organic reaction: reactants, conditions, products, and yield Reactants: C(C1=CC=CC=C1)N1C(C2=CC=CC=C2C1(C1=CC=C(C=C1)OCOCC[Si](C)(C)C)O)=O (2-Benzyl-3-hydroxy-3-[4-(2-trimethylsilanylethoxymethoxy)phenyl]-2,3-dihydroiso-indol-1-one), S(=O)(Cl)Cl (thionyl chloride). The reagents and catalysts are CN(C)C=O (DMF). Product: C(C1=CC=CC=C1)N1C(C2=CC=CC=C2C1(C1=CC=C(C=C1)OCOCC[Si](C)(C)C)Cl)=O (2-benzyl-3-chloro-3-[4-(2 trimethylsilanylethoxymethoxy)phenyl]-2,3-dihydroiso-indol-1-one). The yield is 100.0%. Reaction SMILES: [CH2:1]([N:8]1[C:16](O)([C:17]2[CH:22]=[CH:21][C:20]([O:23][CH2:24][O:25][CH2:26][CH2:27][Si:28]([CH3:31])([CH3:30])[CH3:29])=[CH:19][CH:18]=2)[C:15]2[C:10](=[CH:11][CH:12]=[CH:13][CH:14]=2)[C:9]1=[O:33])[C:2]1[CH:7]=[CH:6][CH:5]=[CH:4][CH:3]=1.S(Cl)([Cl:36])=O>CN(C=O)C>[CH2:1]([N:8]1[C:16]([Cl:36])([C:17]2[CH:22]=[CH:21][C:20]([O:23][CH2:24][O:25][CH2:26][CH2:27][Si:28]([CH3:31])([CH3:30])[CH3:29])=[CH:19][CH:18]=2)[C:15]2[C:10](=[CH:11][CH:12]=[CH:13][CH:14]=2)[C:9]1=[O:33])[C:2]1[CH:7]=[CH:6][CH:5]=[CH:4][CH:3]=1. Reported procedure: 2-Benzyl-3-hydroxy-3-[4-(2-trimethylsilanylethoxymethoxy)phenyl]-2,3-dihydroiso-indol-1-one (125 mg, 0.27 mmol) was reacted with thionyl chloride (0.019 mL, 0.27 mmol) and a catalytic amount of DMF (3 drops) as for general procedure G. Removal of the solvent gave 2-benzyl-3-chloro-3-[4-(2 trimethylsilanylethoxymethoxy)phenyl]-2,3-dihydroiso-indol-1-one as a colourless oil (129 mg, 0.27 mmol, 100%).